From a dataset of the Open Reaction Database (ORD), a public repository of structured organic reaction records. describe an organic reaction: reactants, conditions, products, and yield Starting materials: OC[C@H](CC(C)C)N ((1S)-1-(Hydroxymethyl)-3-methylbutylamine), (1S)-1-(chloromethyl)-3-methylbutanammonium chloride, FC1=CC(=C(C=C1)N=C=S)C (4-Fluoro-2-methylphenyl isothiocyanate), (1S)-1-(chloromethyl)-3-methylbutanammonium chloride, COC([C@@H](N)CC(C)C)=O ((L)-leucine methyl ester), OCCN (2-hydroxyethylamine). Product: FC1=CC(=C(C=C1)N=C1SC[C@@H](N1)CC(C)C)C ((4S)-2-(4-fluoro -2-methylphenylimino)-4-isobutyl-1,3-thiazolidine). RXN SMILES: O[CH2:2][C@@H:3]([NH2:8])[CH2:4][CH:5]([CH3:7])[CH3:6].COC(=O)[C@H](CC(C)C)N.OCCN.[F:23][C:24]1[CH:29]=[CH:28][C:27]([N:30]=[C:31]=[S:32])=[C:26]([CH3:33])[CH:25]=1>>[F:23][C:24]1[CH:29]=[CH:28][C:27]([N:30]=[C:31]2[NH:8][C@@H:3]([CH2:4][CH:5]([CH3:7])[CH3:6])[CH2:2][S:32]2)=[C:26]([CH3:33])[CH:25]=1. Procedure details: (1S)-1-(Hydroxymethyl)-3-methylbutylamine was made from (L)-leucine methyl ester as described in Method B1b. The 2-hydroxyethylamine was converted to (1S)-1-(chloromethyl)-3-methylbutanammonium chloride as described in Method B7a. 4-Fluoro-2-methylphenyl isothiocyanate was reacted with (1S)-1-(chloromethyl)-3-methylbutanammonium chloride according to Method C1a to give (4S)-2-(4-fluoro -2-methylphenylimino)-4-isobutyl-1,3-thiazolidine. The thiazolidine was reacted with isobutyl bromide according... Starting materials: CCOC(=O)C(CC(C)C)c1cc(-c2ccc(C(F)(F)F)cc2)cc(C2CCN(Cc3cc(F)cc(C(F)(F)F)c3)CC2)c1, CO, [Na+], [OH-]. Product: CC(C)CC(C(=O)O)c1cc(-c2ccc(C(F)(F)F)cc2)cc(C2CCN(Cc3cc(F)cc(C(F)(F)F)c3)CC2)c1. RXN SMILES: [CH2:1]([CH3:2])[O:3][C:4]([CH:5]([CH2:6][CH:7]([CH3:8])[CH3:9])[c:10]1[cH:11][c:12](-[c:34]2[cH:35][cH:36][c:37]([C:40]([F:41])([F:42])[F:43])[cH:38][cH:39]2)[cH:13][c:14]([CH:16]2[CH2:17][CH2:18][N:19]([CH2:22][c:23]3[cH:24][c:25]([F:33])[cH:26][c:27]([C:29]([F:30])([F:31])[F:32])[cH:28]3)[CH2:20][CH2:21]2)[cH:15]1)=[O:44].[CH3:47][OH:48].[Na+:46].[OH-:45]>>[O:3]=[C:4]([CH:5]([CH2:6][CH:7]([CH3:8])[CH3:9])[c:10]1[cH:11][c:12](-[c:34]2[cH:35][cH:36][c:37]([C:40]([F:41])([F:42])[F:43])[cH:38][cH:39]2)[cH:13][c:14]([CH:16]2[CH2:17][CH2:18][N:19]([CH2:22][c:23]3[cH:24][c:25]([F:33])[cH:26][c:27]([C:29]([F:30])([F:31])[F:32])[cH:28]3)[CH2:20][CH2:21]2)[cH:15]1)[OH:44]. The reactants are C(C1=CC=CC=C1)OC(=O)N[C@H](C(CCl)=O)CC1=CC=CC2=CC=CC=C12 ((3S)-3-Benzyloxycarbonylamino-1-chloro-4-naphthyl-2-butanone), C(=O)O (formic acid), azeotropic mixture. Reagents/catalysts: C1(=CC=C(C=C1)S(=O)(=O)N[C@H]([C@@H](N)C1=CC=CC=C1)C1=CC=CC=C1)C.Cl[Rh+]C1(C(=C(C(=C1C)C)C)C)C (chloro(pentamethylcyclopentadienyl)rhodium (III) (1S,2S)-N-(p-toluenesulfonyl)-1,2-diphenylethylenediamine). The solvent is C(C)(=O)OCC (ethyl acetate). Reaction conditions: time 2 hour. The product is desired compound, C(C1=CC=CC=C1)OC(=O)N[C@H]([C@@H](CCl)O)CC1=CC=CC2=CC=CC=C12 ((2S,3S)-3-benzyloxycarbonylamino-1-chloro-2-hydroxy-4-naphthylbutane). Isolated yield 93.3%. Reaction SMILES: [CH2:1]([O:8][C:9]([NH:11][C@@H:12]([CH2:17][C:18]1[C:27]2[C:22](=[CH:23][CH:24]=[CH:25][CH:26]=2)[CH:21]=[CH:20][CH:19]=1)[C:13](=[O:16])[CH2:14][Cl:15])=[O:10])[C:2]1[CH:7]=[CH:6][CH:5]=[CH:4][CH:3]=1.C(O)=O>C(OCC)(=O)C.C1(C)C=CC(S(N[C@@H](C2C=CC=CC=2)[C@H](C2C=CC=CC=2)N)(=O)=O)=CC=1.Cl[Rh+]C1(C)C(C)=C(C)C(C)=C1C>[CH2:1]([O:8][C:9]([NH:11][C@@H:12]([CH2:17][C:18]1[C:27]2[C:22](=[CH:23][CH:24]=[CH:25][CH:26]=2)[CH:21]=[CH:20][CH:19]=1)[C@H:13]([OH:16])[CH2:14][Cl:15])=[O:10])[C:2]1[CH:7]=[CH:6][CH:5]=[CH:4][CH:3]=1 |f:3.4|. Procedure details: (3S)-3-Benzyloxycarbonylamino-1-chloro-4-naphthyl-2-butanone (190.1 mg, 0.5 mmol) and a formic acid/triethylamnine azeotropic mixture (0.1 ml) were added to a solution of chloro(pentamethylcyclopentadienyl)rhodium (III) (1S,2S)-N-(p-toluenesulfonyl)-1,2-diphenylethylenediamine (0.34 mg, 0.0005 mmol, s/c=1000) in ethyl acetate (0.5 ml), followed by stirring at room temperature for 2 hours. After completion of the reaction, purification by silica gel column chromatography gave a desired compound, ...